From a dataset of the Open Reaction Database (ORD), a public repository of structured organic reaction records. describe an organic reaction: reactants, conditions, products, and yield Product: COCCCN(C)c1ccc(-c2ccc(NC(=O)Nc3cc(C(C)(C)C)nn3-c3ccc(C)cc3)c3ccccc23)cn1. As a reaction SMILES: [CH3:59][S:60]([CH3:61])=[O:62].[CH3:63][CH2:64][O:65][C:66](=[O:67])[CH3:68].[CH:50]([N:51]([CH:52]([CH3:53])[CH3:54])[CH2:55][CH3:56])([CH3:57])[CH3:58].[Cl:1][C:2]([Cl:3])([Cl:6])[CH2:24][O:4][C:5]([NH:7][c:8]1[cH:9][c:10]([C:20]([CH3:21])([CH3:22])[CH3:23])[n:11][n:12]1-[c:13]1[cH:14][cH:15][c:16]([CH3:19])[cH:17][cH:18]1)=[O:25].[NH2:26][c:27]1[cH:28][cH:29][c:30](-[c:37]2[cH:38][n:39][c:40]([N:43]([CH3:44])[CH2:45][CH2:46][CH2:47][O:48][CH3:49])[cH:41][cH:42]2)[c:31]2[cH:32][cH:33][cH:34][cH:35][c:36]12>>[O:4]=[C:5]([NH:7][c:8]1[cH:9][c:10]([C:20]([CH3:21])([CH3:22])[CH3:23])[n:11][n:12]1-[c:13]1[cH:14][cH:15][c:16]([CH3:19])[cH:17][cH:18]1)[NH:26][c:27]1[cH:28][cH:29][c:30](-[c:37]2[cH:38][n:39][c:40]([N:43]([CH3:44])[CH2:45][CH2:46][CH2:47][O:48][CH3:49])[cH:41][cH:42]2)[c:31]2[cH:32][cH:33][cH:34][cH:35][c:36]12. Starting materials: CS(C)=O, CCOC(C)=O, CCN(C(C)C)C(C)C, Cc1ccc(-n2nc(C(C)(C)C)cc2NC(=O)OCC(Cl)(Cl)Cl)cc1, COCCCN(C)c1ccc(-c2ccc(N)c3ccccc23)cn1. Reactants: O=C1CC(c2ccccc2)Oc2ccc(O)cc21, COC(Cc1ccc(OCCCO)cc1)C(=O)O. Yields the product COC(Cc1ccc(OCCCOc2ccc3c(c2)C(=O)CC(c2ccccc2)O3)cc1)C(=O)O. As a reaction SMILES: [OH:19][c:20]1[cH:21][cH:22][c:23]2[c:29]([cH:30]1)[C:27](=[O:28])[CH2:26][CH:25]([c:31]1[cH:32][cH:33][cH:34][cH:35][cH:36]1)[O:24]2.[OH:1][CH2:2][CH2:3][CH2:4][O:5][c:6]1[cH:7][cH:8][c:9]([CH2:12][CH:13]([C:14](=[O:15])[OH:16])[O:17][CH3:18])[cH:10][cH:11]1>>[O:1]([CH2:2][CH2:3][CH2:4][O:5][c:6]1[cH:7][cH:8][c:9]([CH2:12][CH:13]([C:14](=[O:15])[OH:16])[O:17][CH3:18])[cH:10][cH:11]1)[c:20]1[cH:21][cH:22][c:23]2[c:29]([cH:30]1)[C:27](=[O:28])[CH2:26][CH:25]([c:31]1[cH:32][cH:33][cH:34][cH:35][cH:36]1)[O:24]2. Product: CCOC(=O)c1cc2c(C)ccc3c2n1CCC3. Reaction SMILES: [CH2:1]([SiH:2]([CH2:3][CH3:4])[CH2:5][CH3:6])[CH3:7].[CH3:8][c:9]1[cH:10][cH:11][c:12]2[c:17]3[n:16]([c:20]([C:21](=[O:22])[O:23][CH2:24][CH3:25])[cH:19][c:18]13)[CH2:15][CH2:14][C:13]2=[O:26].[OH:27][C:28]([C:29]([F:30])([F:31])[F:32])=[O:33]>>[CH3:8][c:9]1[cH:10][cH:11][c:12]2[c:17]3[n:16]([c:20]([C:21](=[O:22])[O:23][CH2:24][CH3:25])[cH:19][c:18]13)[CH2:15][CH2:14][CH2:13]2. Starting materials: CC[SiH](CC)CC, CCOC(=O)c1cc2c(C)ccc3c2n1CCC3=O, O=C(O)C(F)(F)F.